Dataset: the Open Reaction Database (ORD), a public repository of structured organic reaction records. Task: describe an organic reaction: reactants, conditions, products, and yield The reactants are CC#N, ClCCl, O=C1CCC(=O)N1I, N#Cc1cc(N)n(-c2c(Cl)cc(Cl)cc2Cl)n1. The product is N#Cc1nn(-c2c(Cl)cc(Cl)cc2Cl)c(N)c1I. RXN SMILES: [CH3:26][C:27]#[N:28].[Cl:29][CH2:30][Cl:31].[I:1][N:2]1[C:3](=[O:4])[CH2:5][CH2:6][C:7]1=[O:8].[NH2:9][c:10]1[cH:11][c:12]([C:24]#[N:25])[n:13][n:14]1-[c:15]1[c:16]([Cl:23])[cH:17][c:18]([Cl:22])[cH:19][c:20]1[Cl:21]>>[I:1][c:11]1[c:10]([NH2:9])[n:14](-[c:15]2[c:16]([Cl:23])[cH:17][c:18]([Cl:22])[cH:19][c:20]2[Cl:21])[n:13][c:12]1[C:24]#[N:25]. Reactants: C(C=CC1=CC=CC=C1)(=O)Cl (Cinnamoyl chloride), NC1=NC2=NC(=CC=C2C=C1)Cl (2-amino-7-chloro-1,8-naphthyridine), C(CC)O (1-propanol). Solvent: N1=CC=CC=C1 (pyridine). Run at temperature 20 celsius, time 2 hour. Yields the product ClC1=CC=C2C=CC(=NC2=N1)NC(C=CC1=CC=CC=C1)=O (N-(7-Chloro-1,8-naphthyridin-2-yl)-3-phenylpropenamide). The yield is 91.8%. RXN SMILES: [C:1](Cl)(=[O:10])[CH:2]=[CH:3][C:4]1[CH:9]=[CH:8][CH:7]=[CH:6][CH:5]=1.[NH2:12][C:13]1[CH:22]=[CH:21][C:20]2[C:15](=[N:16][C:17]([Cl:23])=[CH:18][CH:19]=2)[N:14]=1.C(O)CC>N1C=CC=CC=1>[Cl:23][C:17]1[N:16]=[C:15]2[C:20]([CH:21]=[CH:22][C:13]([NH:12][C:1](=[O:10])[CH:2]=[CH:3][C:4]3[CH:9]=[CH:8][CH:7]=[CH:6][CH:5]=3)=[N:14]2)=[CH:19][CH:18]=1. Procedure: Cinnamoyl chloride (7.3 g) is added to a suspension of 2-amino-7-chloro-1,8-naphthyridine (7.2 g) in pyridine (80 cc). After stirred for 2 hours at 20° C., the suspension obtained is poured into distilled water (500 cc). The suspension is filtered, washed with water (3×50 cc) and dried at 50° C. under reduced pressure (0.07 kPa). The solid obtained (10.6 g; m.p. 263° C.) is dissolved in boiling 1-propanol (1200 cc). After cooling for 4 hours at 4° C., the crystallized solid is separated by filtr... RXN SMILES: [BH4-:34].[C:1]([CH3:2])([CH3:3])([CH3:4])[O:5][C:6](=[O:7])[N:8]1[CH2:9][CH:10]([NH:14][C:15](=[O:16])[c:17]2[s:18][c:19]([Cl:22])[cH:20][cH:21]2)[C:11](=[O:13])[CH2:12]1.[CH3:36][CH2:37][OH:38].[CH3:39][CH2:40][O:41][C:42]([CH3:43])=[O:44].[CH:25]([N:28]([CH2:26][CH3:27])[CH:29]([CH3:30])[CH3:31])([CH3:32])[CH3:33].[Cl-:23].[NH4+:24].[Na+:35]>>[C:1]([CH3:2])([CH3:3])([CH3:4])[O:5][C:6](=[O:7])[N:8]1[CH2:9][CH:10]([NH:14][C:15](=[O:16])[c:17]2[s:18][c:19]([Cl:22])[cH:20][cH:21]2)[CH:11]([NH2:28])[CH2:12]1. The reactants are [BH4-], CC(C)(C)OC(=O)N1CC(=O)C(NC(=O)c2ccc(Cl)s2)C1, CCO, CCOC(C)=O, CCN(C(C)C)C(C)C, [Cl-], [NH4+], [Na+]. Product: CC(C)(C)OC(=O)N1CC(N)C(NC(=O)c2ccc(Cl)s2)C1. Reactants: CN1CC(C(=C(C(C1)C)O[Si](C)(C)C)O[Si](C)(C)C)C (1,3(R,S),6(R,S)-trimethyl-2,3,6,7-tetrahydro-4,5-bis(trimethylsilyloxy)-azepine), Cl.Cl.NCC(=N)N (α-amino-acetamidine dihydrochloride). Product: Cl.Cl.NC=1C=NC2=C(C(CN(CC2C)C)C)N1 (2-Amino-5(R,S),7,9(R,S)-trimethyl-6,7,8,9-tetrahydro-5H-pyrazino[2,3-d]azepine dihydrochloride). RXN SMILES: [CH3:1][N:2]1[CH2:8][CH:7]([CH3:9])[C:6](O[Si](C)(C)C)=[C:5](O[Si](C)(C)C)[CH:4]([CH3:20])[CH2:3]1.[ClH:21].Cl.[NH2:23][CH2:24][C:25]([NH2:27])=[NH:26]>>[ClH:21].[ClH:21].[NH2:27][C:25]1[CH:24]=[N:23][C:6]2[CH:7]([CH3:9])[CH2:8][N:2]([CH3:1])[CH2:3][CH:4]([CH3:20])[C:5]=2[N:26]=1 |f:1.2.3,4.5.6|. Procedure details: This compound was prepared analogous to Example 22 from 1,3(R,S),6(R,S)-trimethyl-2,3,6,7-tetrahydro-4,5-bis(trimethylsilyloxy)-azepine and α-amino-acetamidine dihydrochloride. The reactants are COC(C(C=1C=C2CC(CC2=CC1)(C)C)C)=O (2,2,α-trimethyl-5-indanacetic acid methyl ester), [OH-].[K+] (potassium hydroxide), C1(CCCCC1)[NH3+] (cyclohexylammonium). Solvent: CO (methanol), O (water). The product is CC1(CC2=CC=C(C=C2C1)C(C(=O)O)C)C (2,2,α-trimethyl-5-indanacetic acid). As a reaction SMILES: C[O:2][C:3](=[O:17])[CH:4]([CH3:16])[C:5]1[CH:6]=[C:7]2[C:11](=[CH:12][CH:13]=1)[CH2:10][C:9]([CH3:15])([CH3:14])[CH2:8]2.[OH-].[K+].C1([NH3+])CCCCC1>CO.O>[CH3:14][C:9]1([CH3:15])[CH2:8][C:7]2[C:11](=[CH:12][CH:13]=[C:5]([CH:4]([CH3:16])[C:3]([OH:17])=[O:2])[CH:6]=2)[CH2:10]1 |f:1.2|. Procedure details: 17 g of 2,2,α-trimethyl-5-indanacetic acid methyl ester are saponified together with 8.2 g of potassium hydroxide in 160 cc of methanol and 16 cc of water in a manner analogous to that described in Example 25. After working up the reaction mixture, oily 2,2,α-trimethyl-5-indanacetic is obtained. The cyclohexylammonium salt of the title compound has a M.P. of 180°-183° (from ethanol). Reactants: C(C)OC(=O)C1=CC(C2=C(N1C)C=CC(C(=C2)OC)=O)=O (4,7-dihydro-4,7-dioxo-6-methoxy-1-methyl-1H-cyclohepta[b]pyridine-2-carboxylic acid ethyl ester), [OH-].[K+] (potassium hydroxide), Cl (Hydrochloric acid). Reaction conditions: time 16 hour. The product is O=C1C2=C(N(C(=C1)C(=O)O)C)C=CC(C(=C2)OC)=O (4,7-Dihydro-4,7-dioxo-6-methoxy-1-methyl-1H-cyclohepta[b]pyridine-2-carboxylic Acid). As a reaction SMILES: C([O:3][C:4]([C:6]1[N:11]([CH3:12])[C:10]2[CH:13]=[CH:14][C:15](=[O:20])[C:16]([O:18][CH3:19])=[CH:17][C:9]=2[C:8](=[O:21])[CH:7]=1)=[O:5])C.[OH-].[K+].Cl>>[O:21]=[C:8]1[CH:7]=[C:6]([C:4]([OH:5])=[O:3])[N:11]([CH3:12])[C:10]2[CH:13]=[CH:14][C:15](=[O:20])[C:16]([O:18][CH3:19])=[CH:17][C:9]1=2 |f:1.2|. Reported procedure: A mixture of 4,7-dihydro-4,7-dioxo-6-methoxy-1-methyl-1H-cyclohepta[b]pyridine-2-carboxylic acid ethyl ester (2.89 g, described in Example 7) and 1N potassium hydroxide (11 ml) is stirred at room temperature for 16 hr. Hydrochloric acid (10%) is added until the solution is acidic. The precipitate is collected, washed with water and acetone and crystallized from acetic acid to obtain crystals of the title compound, mp > 250° C. Starting materials: ClC=1C=C(C=NC1Cl)OC[C@H]1NCC1 (5,6-Dichloro-3-(2-(S)-azetidinylmethoxy)pyridine), Cl (HCl). The solvent is CCOCC (ether), CCOCC (ether). Yields the product Cl.ClC=1C=C(C=NC1Cl)OC[C@H]1NCC1 (5.6-Dichloro-3-(2-(S)-azetidinylmethoxy)pyridine hydrochloride). Yield: 162.2%. RXN SMILES: [Cl:1][C:2]1[CH:3]=[C:4]([O:9][CH2:10][C@@H:11]2[CH2:14][CH2:13][NH:12]2)[CH:5]=[N:6][C:7]=1[Cl:8].Cl>CCOCC>[ClH:1].[Cl:1][C:2]1[CH:3]=[C:4]([O:9][CH2:10][C@@H:11]2[CH2:14][CH2:13][NH:12]2)[CH:5]=[N:6][C:7]=1[Cl:8] |f:3.4|. Procedure details: The compound from step 109c (338 mg, 1.45 mmol) was slurried in ether (15 mL), and ether saturated with HCl gas was added. Solvent was removed and the remaining white solid was recrystallized from methanol/Et2O to give 317 mg of short white needles, 81% yield. m.p.=181-182° C. MS (CI) m/e 233 (M+H)+. 1H NMR (D2O, 300 MHz) δ: 8.13 (d, J=2.9 Hz, 1H), 7.79 (d, J=2.9 Hz, 1H), 4.99-4.91 (m, 1H), 4.44 (d, J=4.4 Hz, 2H), 4.21-4.03 (m, 2H), 2.74-2.65 (m, 2H). Anal. calc. for C9H11Cl3N2O: C, 40.10; H, 4.... The reactants are ClCCCBr, O=C([O-])[O-], [K+], [K+], CN(C)C=O, Oc1cccc2c1c1cccc3c1n2C(c1ccccc1)CO3. Product: ClCCCOc1cccc2c1c1cccc3c1n2C(c1ccccc1)CO3. RXN SMILES: [Br:24][CH2:25][CH2:26][CH2:27][Cl:28].[C:29](=[O:30])([O-:31])[O-:32].[K+:33].[K+:34].[O:35]=[CH:36][N:37]([CH3:38])[CH3:39].[c:1]1([CH:7]2[CH2:8][O:9][c:10]3[cH:11][cH:12][cH:13][c:14]4[c:15]5[c:16]([OH:23])[cH:17][cH:18][cH:19][c:20]5[n:21]2[c:22]34)[cH:2][cH:3][cH:4][cH:5][cH:6]1>>[c:1]1([CH:7]2[CH2:8][O:9][c:10]3[cH:11][cH:12][cH:13][c:14]4[c:15]5[c:16]([O:23][CH2:25][CH2:26][CH2:27][Cl:28])[cH:17][cH:18][cH:19][c:20]5[n:21]2[c:22]34)[cH:2][cH:3][cH:4][cH:5][cH:6]1.